From a dataset of the Open Reaction Database (ORD), a public repository of structured organic reaction records. describe an organic reaction: reactants, conditions, products, and yield RXN SMILES: [CH3:33][CH2:34][OH:35].[Cl:1][CH2:2][CH2:3][c:4]1[c:5](=[O:19])[o:6][c:7]2[c:8]([c:9]1[CH3:10])[c:11]([O:17][CH3:18])[cH:12][c:13]([O:15][CH3:16])[cH:14]2.[F:20][c:21]1[c:22]([N:27]2[CH2:28][CH2:29][NH:30][CH2:31][CH2:32]2)[cH:23][cH:24][cH:25][cH:26]1>>[CH2:2]([CH2:3][c:4]1[c:5](=[O:19])[o:6][c:7]2[c:8]([c:9]1[CH3:10])[c:11]([O:17][CH3:18])[cH:12][c:13]([O:15][CH3:16])[cH:14]2)[N:30]1[CH2:29][CH2:28][N:27]([c:22]2[c:21]([F:20])[cH:26][cH:25][cH:24][cH:23]2)[CH2:32][CH2:31]1. Product: COc1cc(OC)c2c(C)c(CCN3CCN(c4ccccc4F)CC3)c(=O)oc2c1. The reactants are CCO, COc1cc(OC)c2c(C)c(CCCl)c(=O)oc2c1, Fc1ccccc1N1CCNCC1.